Dataset: the Open Reaction Database (ORD), a public repository of structured organic reaction records. Task: describe an organic reaction: reactants, conditions, products, and yield Starting materials: OC1=CC=C(C=C1)CCCN1C=NC=C1 (1-[3-(4-hydroxyphenyl)propyl]imidazole), ClCC=1N=C(OC1)C=1C=CC2=C(N=C(O2)C2=CC=CC=C2)C1 (5-(4-chloromethyl-2-oxazolyl)-2-phenylbenzoxazole). The product is N1(C=NC=C1)CCCC1=CC=C(OCC=2N=C(OC2)C=2C=CC3=C(N=C(O3)C3=CC=CC=C3)C2)C=C1 (5-[4-[4-[3-(1-imidazolyl)propyl]phenoxymethyl]-2-oxazolyl]-2-phenylbenzoxazole). Procedure: In substantially the same manner as in Working Example 109, 1-[3-(4-hydroxyphenyl)propyl]imidazole was allowed to react with 5-(4-chloromethyl-2-oxazolyl)-2-phenylbenzoxazole to give 5-[4-[4-[3-(1-imidazolyl)propyl]phenoxymethyl]-2-oxazolyl]-2-phenylbenzoxazole. The yield was 53%. Recrystallization from ethyl acetate-hexane gave pale yellow prisms, mp 166-167° C. As a reaction SMILES: [OH:1][C:2]1[CH:7]=[CH:6][C:5]([CH2:8][CH2:9][CH2:10][N:11]2[CH:15]=[CH:14][N:13]=[CH:12]2)=[CH:4][CH:3]=1.Cl[CH2:17][C:18]1[N:19]=[C:20]([C:23]2[CH:24]=[CH:25][C:26]3[O:30][C:29]([C:31]4[CH:36]=[CH:35][CH:34]=[CH:33][CH:32]=4)=[N:28][C:27]=3[CH:37]=2)[O:21][CH:22]=1>>[N:11]1([CH2:10][CH2:9][CH2:8][C:5]2[CH:6]=[CH:7][C:2]([O:1][CH2:17][C:18]3[N:19]=[C:20]([C:23]4[CH:24]=[CH:25][C:26]5[O:30][C:29]([C:31]6[CH:36]=[CH:35][CH:34]=[CH:33][CH:32]=6)=[N:28][C:27]=5[CH:37]=4)[O:21][CH:22]=3)=[CH:3][CH:4]=2)[CH:15]=[CH:14][N:13]=[CH:12]1. Isolated yield 53.0%. Reactants: Cc1cccc(C)c1C(=O)O, COc1ccc(N)cc1. The product is COc1ccc(NC(=O)c2c(C)cccc2C)cc1. RXN SMILES: COc1ccc(N)cc1.Cc1cccc(C)c1C(=O)O.C1CCC(CC1)N=C=NC2CCCCC2.C1CC(=O)N(C1=O)O.CCN(C(C)C)C(C)C.CN(C)C=O>>COc1ccc(NC(=O)c2c(C)cccc2C)cc1. Run at temperature 25 celsius, time 2 hour. The reagents and catalysts are C1CCC(CC1)N=C=NC2CCCCC2 (DCC), CCN(C(C)C)C(C)C (DIPEA), C1CC(=O)N(C1=O)O (N-Hydroxysuccinimide). The solvent is CN(C)C=O (DMF), CN(C)C=O (DMF), CN(C)C=O (DMF), CN(C)C=O (DMF), CN(C)C=O (DMF), CN(C)C=O (DMF). The yield is 33.0%. The reactants are ( 1 ), C(C=C)O[C@@H]1C[C@@H](C2=CC(=CC=C12)OC)NC[C@H]([C@H](CC1=CC(=CC(=C1)F)F)N)O ((2R,3S)-1-((1S,3R)-3-(allyloxy)-6-methoxy-2,3-dihydro-1H-inden-1-ylamino)-3-amino-4-(3,5-difluorophenyl)butan-2-ol), C(CCC)[C@@H]1C(N(CC1)[C@H](C(=O)O)CC=C)=O ((S)-2-((S)-3-butyl-2-oxopyrrolidin-1-yl)pent-4-enoic acid), C(CCl)Cl (EDC), C=1C=CC2=C(C1)N=NN2O (HOBt), CCN(C(C)C)C(C)C (DIEA). Run in CN(C)C=O (DMF). Reaction conditions: time 24 hour. Product: C(C=C)O[C@@H]1C[C@@H](C2=CC(=CC=C12)OC)NC[C@H]([C@H](CC1=CC(=CC(=C1)F)F)NC([C@H](CC=C)N1C([C@H](CC1)CCCC)=O)=O)O ((S)—N-((2S,3R)-4-((1S,3R)-3-(allyloxy)-6-methoxy-2,3-dihydro-1H-inden-1-ylamino)-1-(3,5-difluorophenyl)-3-hydroxybutan-2-yl)-2-((S)-3-butyl-2-oxopyrrolidin-1-yl)pent-4-enamide). Yield: 78.2%. Reaction SMILES: [CH2:1]([O:4][C@H:5]1[C:13]2[C:8](=[CH:9][C:10]([O:14][CH3:15])=[CH:11][CH:12]=2)[C@@H:7]([NH:16][CH2:17][C@@H:18]([OH:30])[C@@H:19]([NH2:29])[CH2:20][C:21]2[CH:26]=[C:25]([F:27])[CH:24]=[C:23]([F:28])[CH:22]=2)[CH2:6]1)[CH:2]=[CH2:3].[CH2:31]([C@H:35]1[CH2:39][CH2:38][N:37]([C@@H:40]([CH2:44][CH:45]=[CH2:46])[C:41](O)=[O:42])[C:36]1=[O:47])[CH2:32][CH2:33][CH3:34].C(Cl)CCl.C1C=CC2N(O)N=NC=2C=1.CCN(C(C)C)C(C)C>CN(C=O)C>[CH2:1]([O:4][C@H:5]1[C:13]2[C:8](=[CH:9][C:10]([O:14][CH3:15])=[CH:11][CH:12]=2)[C@@H:7]([NH:16][CH2:17][C@@H:18]([OH:30])[C@@H:19]([NH:29][C:41](=[O:42])[C@@H:40]([N:37]2[CH2:38][CH2:39][C@H:35]([CH2:31][CH2:32][CH2:33][CH3:34])[C:36]2=[O:47])[CH2:44][CH:45]=[CH2:46])[CH2:20][C:21]2[CH:22]=[C:23]([F:28])[CH:24]=[C:25]([F:27])[CH:26]=2)[CH2:6]1)[CH:2]=[CH2:3]. Reported procedure: Step J (1): A mixture of (2R,3S)-1-((1S,3R)-3-(allyloxy)-6-methoxy-2,3-dihydro-1H-inden-1-ylamino)-3-amino-4-(3,5-difluorophenyl)butan-2-ol (51 mg, 0.122 mmol) from stepE(2), (S)-2-((S)-3-butyl-2-oxopyrrolidin-1-yl)pent-4-enoic acid (31 mg, 0.128 mmol) from stepB(5), EDC (25 mg, 0.128 mmol), HOBt (17 mg, 0.128 mmol), and DIEA (108 μL, 0.610 mmol) were mixed in 2 mL of DMF and stirred at room temperature for 24 h. Purified using reverse phase preparatory HPLC to give 61 mg of (S)—N-((2S,3R)-4-((1... The reactants are Cl.COC=1C=C(C=CC1OC)C=1C(C(N(N1)C1CCNCC1)=O)(C)C (5-(3,4-dimethoxyphenyl)-4,4-dimethyl-2-(piperidin-4-yl)-2,4-dihydro-3H-pyrazol-3-one hydrochloride), CC1=C(C(=O)O)C=C(C=C1)OC(F)(F)F (2-methyl-5-(trifluoromethoxy)benzoic acid), Cl.COC=1C=C(C=CC1OC)C=1C(C(N(N1)C1CCNCC1)=O)(C)C (5-(3,4-dimethoxyphenyl)-4,4-dimethyl-2-(piperidin-4-yl)-2,4-dihydro-3H-pyrazol-3-one hydrochloride), CC1=C(C(=O)O)C=C(C=C1)OC(F)(F)F (2-methyl-5-(trifluoromethoxy)benzoic acid). Product: COC=1C=C(C=CC1OC)C=1C(C(N(N1)C1CCN(CC1)C(=O)C1=C(C=CC(=C1)OC(F)(F)F)C)=O)(C)C (5-(3,4-Dimethoxyphenyl)-4,4-dimethyl-2-(1-{[2-methyl-5-(trifluoromethoxy)phenyl]carbonyl}piperidin-4-yl)-2,4-dihydro-3H-pyrazol-3-one). Reaction SMILES: Cl.[CH3:2][O:3][C:4]1[CH:5]=[C:6]([C:12]2[C:13]([CH3:25])([CH3:24])[C:14](=[O:23])[N:15]([CH:17]3[CH2:22][CH2:21][NH:20][CH2:19][CH2:18]3)[N:16]=2)[CH:7]=[CH:8][C:9]=1[O:10][CH3:11].[CH3:26][C:27]1[CH:35]=[CH:34][C:33]([O:36][C:37]([F:40])([F:39])[F:38])=[CH:32][C:28]=1[C:29](O)=[O:30]>>[CH3:2][O:3][C:4]1[CH:5]=[C:6]([C:12]2[C:13]([CH3:25])([CH3:24])[C:14](=[O:23])[N:15]([CH:17]3[CH2:22][CH2:21][N:20]([C:29]([C:28]4[CH:32]=[C:33]([O:36][C:37]([F:38])([F:39])[F:40])[CH:34]=[CH:35][C:27]=4[CH3:26])=[O:30])[CH2:19][CH2:18]3)[N:16]=2)[CH:7]=[CH:8][C:9]=1[O:10][CH3:11] |f:0.1|. Procedure: The title compound is prepared analogously as described for GP2-WU2 using 5-(3,4-dimethoxyphenyl)-4,4-dimethyl-2-piperidin-4-yl-2,4-dihydro-3H-pyrazol-3-one (compound B1) and 2-methyl-5-(trifluoromethoxy)benzoic acid (compound F5) as starting compounds. The crude product is purified by chromatography (amino phase silica gel and DCM) and by crystallization from DCM and diethyl ether to yield the title compound. Starting materials: CS(=O)(=O)N1CCC(N)CC1, CCS(=O)(=O)c1ncc(C(=O)c2c(OC)ccc(F)c2F)c(N)n1. Yields the product COc1ccc(F)c(F)c1C(=O)c1cnc(NC2CCN(S(C)(=O)=O)CC2)nc1N. RXN SMILES: [CH3:25][S:26](=[O:27])(=[O:28])[N:29]1[CH2:30][CH2:31][CH:32]([NH2:35])[CH2:33][CH2:34]1.[NH2:1][c:2]1[n:3][c:4]([S:20]([CH2:21][CH3:22])(=[O:23])=[O:24])[n:5][cH:6][c:7]1[C:8](=[O:9])[c:10]1[c:11]([F:19])[c:12]([F:18])[cH:13][cH:14][c:15]1[O:16][CH3:17]>>[NH2:1][c:2]1[n:3][c:4]([NH:35][CH:32]2[CH2:31][CH2:30][N:29]([S:26]([CH3:25])(=[O:27])=[O:28])[CH2:34][CH2:33]2)[n:5][cH:6][c:7]1[C:8](=[O:9])[c:10]1[c:11]([F:19])[c:12]([F:18])[cH:13][cH:14][c:15]1[O:16][CH3:17]. The reactants are C=C(Br)C(F)(F)F, O=C([O-])[O-], OB(O)Oc1cc(C(F)(F)F)cc(C(F)(F)F)c1, [K+], [K+], C1CCOC1, O. Yields the product C=C(c1cc(C(F)(F)F)cc(C(F)(F)F)c1)C(F)(F)F. RXN SMILES: [Br:19][C:20](=[CH2:21])[C:22]([F:23])([F:24])[F:25].[C:26](=[O:27])([O-:28])[O-:29].[F:1][C:2]([c:3]1[cH:4][c:5]([O:13][B:14]([OH:15])[OH:16])[cH:6][c:7]([C:9]([F:10])([F:11])[F:12])[cH:8]1)([F:17])[F:18].[K+:30].[K+:31].[O:32]1[CH2:33][CH2:34][CH2:35][CH2:36]1.[OH2:37]>>[F:1][C:2]([c:3]1[cH:4][c:5]([C:20](=[CH2:21])[C:22]([F:23])([F:24])[F:25])[cH:6][c:7]([C:9]([F:10])([F:11])[F:12])[cH:8]1)([F:17])[F:18]. Starting materials: C(C)(=O)O (acetic acid), C(#N)[BH3-].[Na+] (sodium cyanoborohydride), C(C)OC(C(C(=O)OCC)(CC=O)CC1=C(C=C(C=C1Cl)OCC1=CC=CC=C1)Cl)=O (2-(4-benzyloxy-2,6-dichloro-benzyl)-2-(2-oxo-ethyl)-malonic acid diethyl ester), Cl.Cl.N1=CNC2=C1CCC(C2)N (4,5,6,7-tetrahydro-3H-benzoimidazol-5-ylamine dihydrochloride salt). Solvent: CO (Methanol). Run at temperature 60 celsius, time 3 hour. Product: C(C)OC(=O)C1(C(N(CC1)C1CC2=C(N=CN2)CC1)=O)CC1=C(C=C(C=C1Cl)OCC1=CC=CC=C1)Cl (3-(4-Benzyloxy-2,6-dichloro-benzyl)-2-oxo-1-(4,5,6,7-tetrahydro-3H-benzoimidazol-5-yl)-pyrrolidine-3-carboxylic acid ethyl ester). The yield is 38.4%. RXN SMILES: C([BH3-])#N.[Na+].C([O:7][C:8](=O)[C:9]([CH2:18][C:19]1[C:24]([Cl:25])=[CH:23][C:22]([O:26][CH2:27][C:28]2[CH:33]=[CH:32][CH:31]=[CH:30][CH:29]=2)=[CH:21][C:20]=1[Cl:34])([CH2:15][CH:16]=O)[C:10]([O:12][CH2:13][CH3:14])=[O:11])C.Cl.Cl.[N:38]1[C:42]2[CH2:43][CH2:44][CH:45]([NH2:47])[CH2:46][C:41]=2[NH:40][CH:39]=1.C(O)(=O)C>CO>[CH2:13]([O:12][C:10]([C:9]1([CH2:18][C:19]2[C:20]([Cl:34])=[CH:21][C:22]([O:26][CH2:27][C:28]3[CH:29]=[CH:30][CH:31]=[CH:32][CH:33]=3)=[CH:23][C:24]=2[Cl:25])[CH2:15][CH2:16][N:47]([CH:45]2[CH2:44][CH2:43][C:42]3[N:38]=[CH:39][NH:40][C:41]=3[CH2:46]2)[C:8]1=[O:7])=[O:11])[CH3:14] |f:0.1,3.4.5|. Reported procedure: Add sodium cyanoborohydride (3.6 g, 57.4 mmol) portion wise to a solution of 2-(4-benzyloxy-2,6-dichloro-benzyl)-2-(2-oxo-ethyl)-malonic acid diethyl ester (6.7 g, 14.4 mmol) (Preparation 10) and 4,5,6,7-tetrahydro-3H-benzoimidazol-5-ylamine dihydrochloride salt (6.0 g, 28.7 mmol) (Preparation 1) in 70 ml of Methanol. After 3 h, add 4 ml of acetic acid and warm to 60° C. for 16 h. Most of the Methanol is removed via rotovap. Quench the resulting mixture with saturated bicarbonate and extract wit... Reactants: ClC1=NC2=CC=CC=C2C(=N1)Cl (2,4-dichloroquinazoline), FC(C=1C=C(N)C=CC1)(F)F (3-trifluoromethylaniline), CC1=NNC(=C1)C (3,5-dimethylpyrazole). The product is CC1=NN(C(=C1)C)C1=NC2=CC=CC=C2C(=N1)NC1=CC(=CC=C1)C(F)(F)F ([2-(3,5-Dimethyl-pyrazol-1-yl)-quinazolin-4-yl]-(3-trifluoromethyl-phenyl)-amine). Reaction SMILES: Cl[C:2]1[N:11]=[C:10](Cl)[C:9]2[C:4](=[CH:5][CH:6]=[CH:7][CH:8]=2)[N:3]=1.[F:13][C:14]([F:23])([F:22])[C:15]1[CH:16]=[C:17]([CH:19]=[CH:20][CH:21]=1)[NH2:18].[CH3:24][C:25]1[CH:29]=[C:28]([CH3:30])[NH:27][N:26]=1>>[CH3:24][C:25]1[CH:29]=[C:28]([CH3:30])[N:27]([C:2]2[N:11]=[C:10]([NH:18][C:17]3[CH:19]=[CH:20][CH:21]=[C:15]([C:14]([F:22])([F:23])[F:13])[CH:16]=3)[C:9]3[C:4](=[CH:5][CH:6]=[CH:7][CH:8]=3)[N:3]=2)[N:26]=1. Procedure details: Was prepared according to Method B from 2,4-dichloroquinazoline, 3-trifluoromethylaniline and 3,5-dimethylpyrazole. Mp. 233.1-239.6° C.